The task is: describe an organic reaction: reactants, conditions, products, and yield. This data is from the Open Reaction Database (ORD), a public repository of structured organic reaction records. Reactants: O=C(O)c1sc(C2CCCCC2)nc1CCC12CC3CC(CC(C3)C1)C2, COC(=O)c1cccc(N)c1. Product: COC(=O)c1cccc(NC(=O)c2sc(C3CCCCC3)nc2CCC23CC4CC(CC(C4)C2)C3)c1. RXN SMILES: [C:1]12([CH2:11][CH2:12][c:13]3[n:14][c:15]([CH:21]4[CH2:22][CH2:23][CH2:24][CH2:25][CH2:26]4)[s:16][c:17]3[C:18](=[O:19])[OH:20])[CH2:2][CH:3]3[CH2:4][CH:5]([CH2:6][CH:7]([CH2:8]1)[CH2:9]3)[CH2:10]2.[CH3:27][O:28][C:29]([c:30]1[cH:31][c:32]([NH2:36])[cH:33][cH:34][cH:35]1)=[O:37]>>[C:1]12([CH2:11][CH2:12][c:13]3[n:14][c:15]([CH:21]4[CH2:22][CH2:23][CH2:24][CH2:25][CH2:26]4)[s:16][c:17]3[C:18](=[O:19])[NH:36][c:32]3[cH:31][c:30]([C:29]([O:28][CH3:27])=[O:37])[cH:35][cH:34][cH:33]3)[CH2:2][CH:3]3[CH2:4][CH:5]([CH2:6][CH:7]([CH2:8]1)[CH2:9]3)[CH2:10]2. Starting materials: C(C1=CC=CC=C1)OC1=CC(N(C=C1)CC(C1=CC2=C(CCNCC2)C=C1)=O)=O (4-benzyloxy-1-[2-oxo-2-(2,3,4,5-tetrahydro-1H-3-benzazepin-7-yl)-ethyl]-1H-pyridin-2-one), C=O (formaldehyde), C(C)(=O)O[BH-](OC(C)=O)OC(C)=O.[Na+] (sodium triacetoxy-borohydride), C(C)(=O)O (acetic acid). Solvent: C1CCOC1 (THF), C(=O)(O)[O-].[Na+] (NaHCO3), C1CCOC1 (THF). Run at time 8 hour. The product is C(C1=CC=CC=C1)OC1=CC(N(C=C1)CC(=O)C1=CC2=C(CCN(CC2)C)C=C1)=O (4-Benzyloxy-1-[2-(3-methyl-2,3,4,5-tetrahydro-1H-3-benzazepin-7-yl)-2-oxo-ethyl]-1H-pyridin-2-one). Reaction SMILES: [CH2:1]([O:8][C:9]1[CH:14]=[CH:13][N:12]([CH2:15][C:16](=[O:28])[C:17]2[CH:27]=[CH:26][C:20]3[CH2:21][CH2:22][NH:23][CH2:24][CH2:25][C:19]=3[CH:18]=2)[C:11](=[O:29])[CH:10]=1)[C:2]1[CH:7]=[CH:6][CH:5]=[CH:4][CH:3]=1.C=O.[C:32](O)(=O)C.C(O[BH-](OC(=O)C)OC(=O)C)(=O)C.[Na+]>C1COCC1.C([O-])(O)=O.[Na+]>[CH2:1]([O:8][C:9]1[CH:14]=[CH:13][N:12]([CH2:15][C:16]([C:17]2[CH:27]=[CH:26][C:20]3[CH2:21][CH2:22][N:23]([CH3:32])[CH2:24][CH2:25][C:19]=3[CH:18]=2)=[O:28])[C:11](=[O:29])[CH:10]=1)[C:2]1[CH:7]=[CH:6][CH:5]=[CH:4][CH:3]=1 |f:3.4,6.7|. Procedure details: To 2.00 g (5.15 mmol) 4-benzyloxy-1-[2-oxo-2-(2,3,4,5-tetrahydro-1H-3-benzazepin-7-yl)-ethyl]-1H-pyridin-2-one (preparation 22.3) in 20 mL THF is added 0.41 mL (5.51 mmol) aqueous 37% formaldehyde solution. The mixture is acidified (pH 4-5) with acetic acid and then 1.27 g (5.97 mmol) sodium triacetoxy-borohydride is added. The reaction mixture is stirred overnight at RT, diluted with aqueous saturated NaHCO3-solution until pH 7 and THF is evaporated. The residue is diluted with EtOAc, the layer... Reactants: BrC=1C=C(NC2=NN=C(C3=CC=CC=C23)CC2=CC(=NC=C2)OC)C=CC1CC (1-(3-bromo-4-ethyl-anilino)-4-[2-methoxy-(pyridin-4-yl)-methyl]-phthalazine). Run in C(Cl)(Cl)Cl (chloroform). The product is BrC=1C=C(NC2=NN=C(C3=CC=CC=C23)CC2=CC(=NC=C2)O)C=CC1CC (1-(3-Bromo-4-ethyl-anilino)-4-[2-hydroxy-(pyridin-4-yl)-methyl]phthalazine). As a reaction SMILES: [Br:1][C:2]1[CH:3]=[C:4]([CH:25]=[CH:26][C:27]=1[CH2:28][CH3:29])[NH:5][C:6]1[C:15]2[C:10](=[CH:11][CH:12]=[CH:13][CH:14]=2)[C:9]([CH2:16][C:17]2[CH:22]=[CH:21][N:20]=[C:19]([O:23]C)[CH:18]=2)=[N:8][N:7]=1>C(Cl)(Cl)Cl>[Br:1][C:2]1[CH:3]=[C:4]([CH:25]=[CH:26][C:27]=1[CH2:28][CH3:29])[NH:5][C:6]1[C:15]2[C:10](=[CH:11][CH:12]=[CH:13][CH:14]=2)[C:9]([CH2:16][C:17]2[CH:22]=[CH:21][N:20]=[C:19]([OH:23])[CH:18]=2)=[N:8][N:7]=1. Procedure details: In analogy to Ex. 1, 500 mg (1.11 mMol) of 1-(3-bromo-4-ethyl-anilino)-4-[2-methoxy-(pyridin-4-yl)-methyl]-phthalazine in 12 ml of chloroform are reacted with 0.3 ml (2.2 mMol) Me3Sil to give the title compound: M.p. 251-252° C.; FAB-MS: (M+H)+=435/437; HPLC(Grad20-100) tRet=9.6. Starting materials: CI, CS(C)=O, [K+], [OH-], CCC(O)(c1cncc(OCc2ccc3ccccc3c2)c1)c1nccs1. Product: CCC(OC)(c1cncc(OCc2ccc3ccccc3c2)c1)c1nccs1. RXN SMILES: [CH3:30][I:31].[CH3:32][S:33]([CH3:34])=[O:35].[K+:2].[OH-:1].[OH:3][C:4]([CH2:5][CH3:6])([c:7]1[cH:8][n:9][cH:10][c:11]([O:13][CH2:14][c:15]2[cH:16][c:17]3[cH:18][cH:19][cH:20][cH:21][c:22]3[cH:23][cH:24]2)[cH:12]1)[c:25]1[s:26][cH:27][cH:28][n:29]1>>[O:3]([C:4]([CH2:5][CH3:6])([c:7]1[cH:8][n:9][cH:10][c:11]([O:13][CH2:14][c:15]2[cH:16][c:17]3[cH:18][cH:19][cH:20][cH:21][c:22]3[cH:23][cH:24]2)[cH:12]1)[c:25]1[s:26][cH:27][cH:28][n:29]1)[CH3:30]. The reactants are FC=1C=C(C(=O)NCCC(C(=O)NOCC2=CC=CC=C2)C2(C(N(CC2)CCC2=CC=CC=C2)=O)CCCO)C=CC1F (α-[2-[(3,4-difluorobenzoyl)amino]ethyl]-N-benzyloxy-3-(3-hydroxypropyl)-2-oxo-1-(2-phenylethyl)-3-pyrrolidineacetamide). The solvent is CCO (EtOH). Conditions: time 7 hour. The product is FC=1C=C(C(=O)NCCC(C(=O)NO)C2(C(N(CC2)CCC2=CC=CC=C2)=O)CCCO)C=CC1F (α-[2-[(3,4-Difluorobenzoyl)amino]ethyl]-N-hydroxy-3-(3-hydroxypropyl)-2-oxo-1-(2-phenylethyl)-3-pyrrolidineacetamide). The yield is 63.1%. RXN SMILES: [F:1][C:2]1[CH:3]=[C:4]([CH:40]=[CH:41][C:42]=1[F:43])[C:5]([NH:7][CH2:8][CH2:9][CH:10]([C:22]1([CH2:36][CH2:37][CH2:38][OH:39])[CH2:26][CH2:25][N:24]([CH2:27][CH2:28][C:29]2[CH:34]=[CH:33][CH:32]=[CH:31][CH:30]=2)[C:23]1=[O:35])[C:11]([NH:13][O:14]CC1C=CC=CC=1)=[O:12])=[O:6]>CCO>[F:1][C:2]1[CH:3]=[C:4]([CH:40]=[CH:41][C:42]=1[F:43])[C:5]([NH:7][CH2:8][CH2:9][CH:10]([C:22]1([CH2:36][CH2:37][CH2:38][OH:39])[CH2:26][CH2:25][N:24]([CH2:27][CH2:28][C:29]2[CH:30]=[CH:31][CH:32]=[CH:33][CH:34]=2)[C:23]1=[O:35])[C:11]([NH:13][OH:14])=[O:12])=[O:6]. Procedure: A solution of α-[2-[(3,4-difluorobenzoyl)amino]ethyl]-N-benzyloxy-3-(3-hydroxypropyl)-2-oxo-1-(2-phenylethyl)-3-pyrrolidineacetamide (215 mg, 0.368 mmol) is dissolved in EtOH (5 mL) and purged with N2. Pearlman's catalyst (22 mg) is added and the atmosphere was replaced with H2 . After 7 hours, the mixture is filtered through celite, washing the residual solids with MeOH, EtOH, and CH2Cl2. The filtrate is concentrated to give 171 mg of a slightly brown foam. The material is crystallized from hot... Reactants: C1(CCCCC1)N=C=NC1CCCCC1 (dicyclohexylcarbodiimide), CC1([C@@H]([C@@H]1\C=C/C(OC(C)(C)C)=O)C(=O)O)C ((1R,cis,Z)2,2-dimethyl-3-[3-oxo-3-tert.-butoxy-1-propenyl]-cyclopropane-carboxylic acid), O(C1=CC=CC=C1)C1=CC=CC(=N1)C(C)O ((RS)1-(6-phenoxy-2-pyridyl)-ethanol). Reagents/catalysts: CN(C1=CC=NC=C1)C (4-dimethylamino-pyridine). Run in C(Cl)Cl (methylene chloride), C(Cl)Cl (methylene chloride). Conditions: temperature 20 celsius, time 4 hour. Yields the product CC1([C@@H]([C@@H]1\C=C/C(OC(C)(C)C)=O)C(=O)OC(C)C1=NC(=CC=C1)OC1=CC=CC=C1)C ((RS)1-(6-phenoxy-2-pyridyl)-ethyl(1R,cis,Z)2,2-dimethyl-3-[3-oxo-3-tert.-butoxy-1-propenyl]-cyclopropane-carboxylate). Isolated yield 85.3%. RXN SMILES: C1(N=C=NC2CCCCC2)CCCCC1.[CH3:16][C:17]1([CH3:32])[C@@H:19](/[CH:20]=[CH:21]\[C:22](=[O:28])[O:23][C:24]([CH3:27])([CH3:26])[CH3:25])[C@H:18]1[C:29]([OH:31])=[O:30].[O:33]([C:40]1[N:45]=[C:44]([CH:46](O)[CH3:47])[CH:43]=[CH:42][CH:41]=1)[C:34]1[CH:39]=[CH:38][CH:37]=[CH:36][CH:35]=1>CN(C)C1C=CN=CC=1.C(Cl)Cl>[CH3:16][C:17]1([CH3:32])[C@@H:19](/[CH:20]=[CH:21]\[C:22](=[O:28])[O:23][C:24]([CH3:25])([CH3:26])[CH3:27])[C@H:18]1[C:29]([O:31][CH:46]([C:44]1[CH:43]=[CH:42][CH:41]=[C:40]([O:33][C:34]2[CH:39]=[CH:38][CH:37]=[CH:36][CH:35]=2)[N:45]=1)[CH3:47])=[O:30]. Procedure: A solution of 55.7 g of dicyclohexylcarbodiimide, 2.6 g of 4-dimethylamino-pyridine and 450 ml of methylene chloride were added over 25 minutes at 0° C. to a mixture of 65 g of (1R,cis,Z)2,2-dimethyl-3-[3-oxo-3-tert.-butoxy-1-propenyl]-cyclopropane-carboxylic acid, 70 g of (RS)1-(6-phenoxy-2-pyridyl)-ethanol and 650 ml of methylene chloride and the mixture was stirred at 20° C. for 4 hours and was vaccum filtered. The filtrate was evaporated to dryness and the residue was chromatographed over si... The reactants are Cl.C1=C(C=CC2=CC=CC=C12)CC(OCC)=N (ethyl 2-naphthaleneethanimidate hydrochloride), CN (methylamine), C(C)O (ethanol). Conditions: temperature 2 celsius, time 21 hour. Yields the product Cl.CNC(CC1=CC2=CC=CC=C2C=C1)=NC (N,N'-dimethyl 2-naphthaleneethanimidamide hydrochloride). Yield: 85.0%. RXN SMILES: [ClH:1].[CH:2]1[C:11]2[C:6](=[CH:7][CH:8]=[CH:9][CH:10]=2)[CH:5]=[CH:4][C:3]=1[CH2:12][C:13](=[NH:17])OCC.[CH3:18][NH2:19].[CH2:20](O)C>>[ClH:1].[CH3:18][NH:19][C:13](=[N:17][CH3:20])[CH2:12][C:3]1[CH:4]=[CH:5][C:6]2[C:11](=[CH:10][CH:9]=[CH:8][CH:7]=2)[CH:2]=1 |f:0.1,4.5|. Procedure details: In a 100 ml. reaction vessel, equipped with a stirrer, thermometer, a pressure-equalizing addition funnel, and a reflux condenser fitted with a drying tube, 11.95 grams (0.048 mol.) of ethyl 2-naphthaleneethanimidate hydrochloride was placed. A solution of 21.20 grams (0.683 mol.) of methylamine in 35 ml. of absolute ethanol was rapidly added to the reaction mixture. The temperature quickly rose to 65° C. and dropped to about 30° C. after all of the solution was added. The reaction mixture was k... The reactants are C(C)(C)(C)OC(NCCOC1=CC=C(C=C1)CC1=NN=C(N1)C)=O (tert-butyl-{2-[4-(5-methyl-4H-[1,2,4]triazol-3-ylmethyl)-phenoxy]-ethyl}-carbamate), FC(C(=O)O)(F)F (trifluoroacetic acid). The solvent is C(Cl)Cl (methylene chloride). Product: CC=1NC(=NN1)CC1=CC=C(OCCN)C=C1 (2-[4-(5-Methyl-4H-[1,2,4]triazol-3-ylmethyl)-phenoxy]-ethylamine). The yield is 45.3%. As a reaction SMILES: C(OC(=O)[NH:7][CH2:8][CH2:9][O:10][C:11]1[CH:16]=[CH:15][C:14]([CH2:17][C:18]2[NH:22][C:21]([CH3:23])=[N:20][N:19]=2)=[CH:13][CH:12]=1)(C)(C)C.FC(F)(F)C(O)=O>C(Cl)Cl>[CH3:23][C:21]1[NH:22][C:18]([CH2:17][C:14]2[CH:15]=[CH:16][C:11]([O:10][CH2:9][CH2:8][NH2:7])=[CH:12][CH:13]=2)=[N:19][N:20]=1. Reported procedure: To a solution of tert-butyl-{2-[4-(5-methyl-4H-[1,2,4]triazol-3-ylmethyl)-phenoxy]-ethyl}-carbamate (380 mg, 1.14 mmol) in methylene chloride (10 ml) was added trifluoroacetic acid (1.7 ml). The resulting mixture was stirred for about thirty minutes and was then concentrated in vacuo. The resulting crude oil was then dissolved in ethyl acetate and brought to pH 10 with aqueous sodium hydroxide. The aqueous layer was extracted with ethyl acetate, and the combined organic extracts were washed with... Reactants: NC[C@H]1N(CCC[C@H]1C)C(=O)C1=C(C=C(C=C1)C)N1N=CC=N1 (((2S,3R)-2-(aminomethyl)-3-methylpiperidin-1-yl)(4-methyl-2-(2H-1,2,3-triazol-2-yl)phenyl)methanone), ClC1=NC=C(C=N1)C(F)(F)F (2-chloro-5-(trifluoromethyl)pyrimidine). Product: C[C@H]1[C@H](N(CCC1)C(=O)C1=C(C=C(C=C1)C)N1N=CC=N1)CNC1=NC=C(C=N1)C(F)(F)F (((2S,3R)-3-Methyl-2-(((5-(trifluoromethyl)pyrimidin-2-yl)amino)methyl)piperidin-1-yl)(4-methyl-2-(2H-1,2,3-triazol-2-yl)phenyl)methanone). As a reaction SMILES: [NH2:1][CH2:2][C@@H:3]1[C@H:8]([CH3:9])[CH2:7][CH2:6][CH2:5][N:4]1[C:10]([C:12]1[CH:17]=[CH:16][C:15]([CH3:18])=[CH:14][C:13]=1[N:19]1[N:23]=[CH:22][CH:21]=[N:20]1)=[O:11].Cl[C:25]1[N:30]=[CH:29][C:28]([C:31]([F:34])([F:33])[F:32])=[CH:27][N:26]=1>>[CH3:9][C@@H:8]1[CH2:7][CH2:6][CH2:5][N:4]([C:10]([C:12]2[CH:17]=[CH:16][C:15]([CH3:18])=[CH:14][C:13]=2[N:19]2[N:23]=[CH:22][CH:21]=[N:20]2)=[O:11])[C@@H:3]1[CH2:2][NH:1][C:25]1[N:30]=[CH:29][C:28]([C:31]([F:34])([F:33])[F:32])=[CH:27][N:26]=1. Procedure details: The title compound was prepared following the same general protocol as described for Example A89 using ((2S,3R)-2-(aminomethyl)-3-methylpiperidin-1-yl)(4-methyl-2-(2H-1,2,3-triazol-2-yl)phenyl)methanone and 2-chloro-5-(trifluoromethyl)pyrimidine. ESI-MS (m/z): 460.2 [M+1]+. 1H NMR (300 MHz, DMSO-d6) δ 8.45-6.65 (m, 8H), 4.90-2.70 (m, 5H), 2.45-0.60 (m, 11H). The reactants are CCN=C=NCCCN(C)C.Cl (EDCI hydrochloride), C=1C=CC2=C(C1)N=NN2O (HOBt), CN1[C@H](C(=O)O)CCC1 (1-methyl-L-proline), CNC1CCN(CC1)C(=O)OC(C)(C)C (tert-butyl 4-(methylamino)piperidine-1-carboxylate). The product is CN(C1CCN(CC1)C(=O)OC(C)(C)C)C([C@H]1N(CCC1)C)=O (tert-butyl 4-[methyl(1-methyl-L-prolyl)amino]piperidine-1-carboxylate). As a reaction SMILES: [CH3:1][NH:2][CH:3]1[CH2:8][CH2:7][N:6]([C:9]([O:11][C:12]([CH3:15])([CH3:14])[CH3:13])=[O:10])[CH2:5][CH2:4]1.CCN=C=NCCCN(C)C.Cl.C1C=CC2N(O)N=NC=2C=1.[CH3:38][N:39]1[CH2:46][CH2:45][CH2:44][C@H:40]1[C:41](O)=[O:42]>>[CH3:1][N:2]([C:41](=[O:42])[C@@H:40]1[CH2:44][CH2:45][CH2:46][N:39]1[CH3:38])[CH:3]1[CH2:8][CH2:7][N:6]([C:9]([O:11][C:12]([CH3:15])([CH3:14])[CH3:13])=[O:10])[CH2:5][CH2:4]1 |f:1.2|. Reported procedure: By allowing tert-butyl 4-(methylamino)piperidine-1-carboxylate to react with EDCI hydrochloride, HOBt and 1-methyl-L-proline, tert-butyl 4-[methyl(1-methyl-L-prolyl)amino]piperidine-1-carboxylate was obtained. Then, trifluoroacetic acid was added thereto to obtain N,1-dimethyl-N-piperidin-4-yl-L-prolinamide.